From a dataset of the Open Reaction Database (ORD), a public repository of structured organic reaction records. describe an organic reaction: reactants, conditions, products, and yield Starting materials: ClC1=NC2=CC=CC=C2C(=N1)Cl (2,4-dichloroquinazoline), [H-].[Na+] (sodium hydride), CN(C=O)C (N,N-dimethylformamide), N1C=NC=C1 (imidazole). Solvent: O1CCCC1 (tetrahydrofuran), O1CCCC1 (tetrahydrofuran), ice acetone. Reaction conditions: time 30 minute. The product is ClC1=NC2=CC=CC=C2C(=N1)N1C=NC=C1 (2-chloro-4-(1-imidazolyl)-quinazoline). The yield is 76.5%. RXN SMILES: [H-].[Na+].CN(C)C=O.[NH:8]1[CH:12]=[CH:11][N:10]=[CH:9]1.[Cl:13][C:14]1[N:23]=[C:22](Cl)[C:21]2[C:16](=[CH:17][CH:18]=[CH:19][CH:20]=2)[N:15]=1>O1CCCC1>[Cl:13][C:14]1[N:23]=[C:22]([N:8]2[CH:12]=[CH:11][N:10]=[CH:9]2)[C:21]2[C:16](=[CH:17][CH:18]=[CH:19][CH:20]=2)[N:15]=1 |f:0.1|. Procedure details: To a suspension of 60% sodium hydride (426 mg) in tetrahydrofuran (4 mL)-N,N-dimethylformamide (24 mL) was added imidazole (725 mg), and the mixture was stirred at room temperature for 30 minutes. To the mixture was added dropwise a tetrahydrofuran solution (35 mL) of 2,4-dichloroquinazoline (2.12 g) synthesized according to the method of H. C. Scarborough et al. (Journal of Organic Chemistry, 1962, pp. 957-961), in ice-acetone bath, and the mixture was stirred for 30 minutes. The reaction mixtu... The reactants are BrC1=C(C=CC(=C1)F)C=1N(C(=NN1)C(C)(OC1=C(C#N)C=C(C=C1)Cl)C)C (2-{1-[5-(2-bromo-4-fluorophenyl)-4-methyl-4H-1,2,4-triazol-3-yl]-1-methylethoxy}-5-chloro-benzonitrile), C(CO)O (ethyleneglycol), [OH-].[Na+] (sodium hydroxide), O (water). Conditions: temperature 130 celsius, time 24 hour. Product: BrC1=C(C=CC(=C1)OCCO)C=1N(C(=NN1)C(C)(OC1=C(C(=O)O)C=C(C=C1)Cl)C)C (2-(1-{5-[2-bromo-4-(2-hydroxyethoxy)phenyl]-4-methyl-4H-1,2,4-triazol-3-yl}-1-methylethoxy)-5-chlorobenzoic acid). RXN SMILES: [Br:1][C:2]1[CH:7]=[C:6](F)[CH:5]=[CH:4][C:3]=1[C:9]1[N:10]([CH3:27])[C:11]([C:14]([CH3:26])([O:16][C:17]2[CH:24]=[CH:23][C:22]([Cl:25])=[CH:21][C:18]=2[C:19]#N)[CH3:15])=[N:12][N:13]=1.[OH-:28].[Na+].[OH2:30].[CH2:31]([OH:34])[CH2:32][OH:33]>>[Br:1][C:2]1[CH:7]=[C:6]([O:33][CH2:32][CH2:31][OH:34])[CH:5]=[CH:4][C:3]=1[C:9]1[N:10]([CH3:27])[C:11]([C:14]([CH3:15])([O:16][C:17]2[CH:24]=[CH:23][C:22]([Cl:25])=[CH:21][C:18]=2[C:19]([OH:30])=[O:28])[CH3:26])=[N:12][N:13]=1 |f:1.2|. Procedure details: 2-{1-[5-(2-bromo-4-fluorophenyl)-4-methyl-4H-1,2,4-triazol-3-yl]-1-methylethoxy}-5-chloro-benzonitrile (1.93 g) was suspended in ethyleneglycol (20 ml), and a 5M aqueous sodium hydroxide solution (4.3 ml) was added thereto, followed by stirring at 130° C. for 24 hours. The reaction solution was cooled to room temperature, and water was added thereto, followed by washing with ethyl acetate. The aqueous layer was acidified with 1M hydrochloric acid and extracted with ethyl acetate. The organic lay... Starting materials: [Cr](=O)(=O)(O)O (chromic acid), glass, [Cl-].[Ca+2].[Cl-] (calcium chloride), P(=O)(O)([O-])[O-].[Na+].[Na+] (disodium hydrogen phosphate). Reagents/catalysts: Cl (hydrochloric acid). Solvent: O (water), O (water). Product: P(=O)([O-])([O-])[O-].[Ca+2].P(=O)([O-])([O-])[O-].[Ca+2].[Ca+2] (Calcium phosphate). RXN SMILES: [Cr](O)(O)(=O)=O.[Cl-].[Ca+2:7].[Cl-].[P:9]([O-:13])([O-:12])([OH:11])=[O:10].[Na+].[Na+]>Cl.O>[P:9]([O-:13])([O-:12])([O-:11])=[O:10].[Ca+2:7].[P:9]([O-:13])([O-:12])([O-:11])=[O:10].[Ca+2:7].[Ca+2:7] |f:1.2.3,4.5.6,9.10.11.12.13|. Procedure: To 1800 ml of distilled water in a 2 liter volumetric flask, previously cleaned with hot chromic acid, is added 20 ml of the calcium chloride solution, followed by 2 drops of concentrated hydrochloric acid. 40 ml of the disodium hydrogen phosphate solution is then added. The volume of the mixture is brought to 2 liters with distilled water. 100 ml aliquots of the mixed solution are placed in a small (112 ml) glass bottle fitted with a screw cap. To this solution is added sufficient of the soluti... The reactants are OCc1ccc(F)c(Br)c1, ClCCl. Yields the product O=Cc1ccc(F)c(Br)c1. Reaction SMILES: [Br:1][c:2]1[cH:3][c:4]([CH2:5][OH:6])[cH:7][cH:8][c:9]1[F:10].[CH2:11]([Cl:12])[Cl:13]>>[Br:1][c:2]1[cH:3][c:4]([CH:5]=[O:6])[cH:7][cH:8][c:9]1[F:10]. Reactants: O=C([O-])[O-], CCCCCCCCOc1ccc(N2CCNCC2)cc1, CN(C)C=O, CCOC(C)=O, N#Cc1ccc(F)cc1, [K+], [K+], O. The product is CCCCCCCCOc1ccc(N2CCN(c3ccc(C#N)cc3)CC2)cc1. RXN SMILES: [C:22](=[O:23])([O-:24])[O-:25].[CH2:1]([CH2:2][CH2:3][CH2:4][CH2:5][CH2:6][CH2:7][CH3:8])[O:9][c:10]1[cH:11][cH:12][c:13]([N:16]2[CH2:17][CH2:18][NH:19][CH2:20][CH2:21]2)[cH:14][cH:15]1.[CH3:38][N:39]([CH3:40])[CH:41]=[O:42].[CH3:43][CH2:44][O:45][C:46](=[O:47])[CH3:48].[F:28][c:29]1[cH:30][cH:31][c:32]([C:33]#[N:34])[cH:35][cH:36]1.[K+:26].[K+:27].[OH2:37]>>[CH2:1]([CH2:2][CH2:3][CH2:4][CH2:5][CH2:6][CH2:7][CH3:8])[O:9][c:10]1[cH:11][cH:12][c:13]([N:16]2[CH2:17][CH2:18][N:19]([c:29]3[cH:30][cH:31][c:32]([C:33]#[N:34])[cH:35][cH:36]3)[CH2:20][CH2:21]2)[cH:14][cH:15]1.